This data is from the Open Reaction Database (ORD), a public repository of structured organic reaction records. The task is: describe an organic reaction: reactants, conditions, products, and yield The reactants are C1(CC1)N (cyclopropylamine), O1C(OCCC1)C=1C=CC(=NC1)C1=CC2=NC=CC(=C2S1)OC1=C(C=C(N)C=C1)F (4-(2-(5-(1,3-dioxan-2-yl)pyridin-2-yl)thieno[3,2-b]pyridin-7-yloxy)-3-fluoroaniline), CCN(C(C)C)C(C)C (DIPEA), ClC(Cl)(OC(OC(Cl)(Cl)Cl)=O)Cl (triphosgene). Solvent: O1CCCC1 (tetrahydrofuran). Conditions: temperature 0 celsius, time 1 hour. The product is O1C(OCCC1)C=1C=CC(=NC1)C1=CC2=NC=CC(=C2S1)OC1=C(C=C(C=C1)NC(=O)NC1CC1)F (1-(4-(2-(5-(1,3-Dioxan-2-yl)pyridin-2-yl)thieno[3,2-b]pyridin-7-yloxy)-3-fluorophenyl)-3-cyclopropylurea). Yield: 230.8%. Reaction SMILES: [O:1]1[CH2:6][CH2:5][CH2:4][O:3][CH:2]1[C:7]1[CH:8]=[CH:9][C:10]([C:13]2[S:21][C:20]3[C:15](=[N:16][CH:17]=[CH:18][C:19]=3[O:22][C:23]3[CH:29]=[CH:28][C:26]([NH2:27])=[CH:25][C:24]=3[F:30])[CH:14]=2)=[N:11][CH:12]=1.CC[N:33]([CH:37](C)C)[CH:34]([CH3:36])[CH3:35].ClC(Cl)([O:43]C(=O)OC(Cl)(Cl)Cl)Cl.C1(N)CC1>O1CCCC1>[O:1]1[CH2:6][CH2:5][CH2:4][O:3][CH:2]1[C:7]1[CH:8]=[CH:9][C:10]([C:13]2[S:21][C:20]3[C:15](=[N:16][CH:17]=[CH:18][C:19]=3[O:22][C:23]3[CH:29]=[CH:28][C:26]([NH:27][C:37]([NH:33][CH:34]4[CH2:35][CH2:36]4)=[O:43])=[CH:25][C:24]=3[F:30])[CH:14]=2)=[N:11][CH:12]=1. Procedure details: A 100 mL round bottom flask was charged with 319 (0.55 g, 1.3 mmol) and DIPEA (0.91 mL, 5.2 mmol) in dry tetrahydrofuran (55 mL) to give a colorless solution. The reaction mixture was cooled to 0° C. then triphosgene (0.154 g, 0.520 mmol) was added. The reaction mixture was stirred for 1 h at 0° C. then cyclopropylamine (1.8 mL, 26 mmol) was added. Finally the reaction mixture was stirred at r.t. for 3 h then concentrated. The residue was partitioned between water and ethyl acetate, resulting in... Starting materials: O=C(n1ccnc1)n1ccnc1, C1CCC2=NCCCN2CC1, CS(N)(=O)=O, CC(C)c1ccc(-c2csc(N(Cc3cccs3)Cc3ccccc3C(=O)O)n2)cc1. Yields the product CC(C)c1ccc(-c2csc(N(Cc3cccs3)Cc3ccccc3C(=O)NS(C)(=O)=O)n2)cc1. Reaction SMILES: [C:32]([n:33]1[cH:34][cH:35][n:36][cH:37]1)([n:38]1[cH:39][cH:40][n:41][cH:42]1)=[O:43].[CH2:49]1[CH2:50][CH2:51][C:52]2=[N:57][CH2:56][CH2:55][CH2:54][N:53]2[CH2:58][CH2:59]1.[CH3:44][S:45](=[O:46])(=[O:47])[NH2:48].[CH:1]([CH3:2])([CH3:3])[c:4]1[cH:5][cH:6][c:7](-[c:10]2[n:11][c:12]([N:15]([CH2:16][c:17]3[s:18][cH:19][cH:20][cH:21]3)[CH2:22][c:23]3[c:24]([C:25](=[O:26])[OH:27])[cH:28][cH:29][cH:30][cH:31]3)[s:13][cH:14]2)[cH:8][cH:9]1>>[CH:1]([CH3:2])([CH3:3])[c:4]1[cH:5][cH:6][c:7](-[c:10]2[n:11][c:12]([N:15]([CH2:16][c:17]3[s:18][cH:19][cH:20][cH:21]3)[CH2:22][c:23]3[c:24]([C:25](=[O:26])[NH:48][S:45]([CH3:44])(=[O:46])=[O:47])[cH:28][cH:29][cH:30][cH:31]3)[s:13][cH:14]2)[cH:8][cH:9]1. Reactants: ONC(=O)C1=NC=2N(C(=C1)S)N=C(N2)C (N-Hydroxy-7-mercapto-2-methyl-s-triazolo[1,5-a]pyrimidine-5-carboxamide), ClCCl (dichloromethane), CC(=O)OCC1=C(N2[C@@H]([C@@H](C2=O)N)SC1)C(=O)O (7-amino-cephalosporanic acid), B(F)(F)F.CCOCC (boron trifluoride diethyl etherate). Solvent: S1(=O)(=O)CCCC1.ClCCl (sulpholane dichloromethane). Conditions: time 3 hour. The product is N[C@H]1[C@H]2SCC(=C(N2C1=O)C(=O)O)CSC1=CC(=NC=2N1N=C(N2)C)C(NO)=O ((6R,7R)-7-amino-3-[[[5-(hydroxycarbamoyl)-2-methyl-s-triazolo[1,5-a]pyrimidin-7-yl]thio]methyl]-8-oxo-5-thia-1-azabicyclo[4.2.0]oct-2-ene-2-carboxylic acid). Yield: 67.4%. Reaction SMILES: [OH:1][NH:2][C:3]([C:5]1[CH:10]=[C:9]([SH:11])[N:8]2[N:12]=[C:13]([CH3:15])[N:14]=[C:7]2[N:6]=1)=[O:4].CC(O[CH2:20][C:21]1[CH2:30][S:29][C@@H:24]2[C@H:25]([NH2:28])[C:26](=[O:27])[N:23]2[C:22]=1[C:31]([OH:33])=[O:32])=O.B(F)(F)F.CCOCC.ClCCl>S1(CCCC1)(=O)=O.ClCCl>[NH2:28][C@@H:25]1[C:26](=[O:27])[N:23]2[C@@H:24]1[S:29][CH2:30][C:21]([CH2:20][S:11][C:9]1[N:8]3[N:12]=[C:13]([CH3:15])[N:14]=[C:7]3[N:6]=[C:5]([C:3](=[O:4])[NH:2][OH:1])[CH:10]=1)=[C:22]2[C:31]([OH:33])=[O:32] |f:2.3,5.6|. Reported procedure: N-Hydroxy-7-mercapto-2-methyl-s-triazolo[1,5-a]pyrimidine-5-carboxamide (250 mg) (1.1 mmol) and 275 mg (1.0 mmol) of 7-amino-cephalosporanic acid are suspended in 15 ml of sulpholane/dichloromethane (1:1 v/v) and treated at 0° C. with 3.5 ml of boron trifluoride diethyl etherate. The mixture is stirred at 0°-5° C. for 2 hours and at room temperature for 3 hours. Subsequently, 60 ml of dichloromethane are added. Insoluble material is filtered off under suction, dissolved in water and treated with... The reactants are O=C(n1ccnc1)n1ccnc1, CC#N, CCN(C(C)C)C(C)C, Cl, Cl, CC(C)(C)OC(=O)NCCN, NC1CCN(c2ccccn2)CC1. Product: CC(C)(C)OC(=O)NCCNC(=O)NC1CCN(c2ccccn2)CC1. Reaction SMILES: [C:16](=[O:17])([n:18]1[cH:19][cH:20][n:21][cH:22]1)[n:23]1[cH:24][cH:25][n:26][cH:27]1.[CH3:48][C:49]#[N:50].[CH:28]([N:29]([CH2:30][CH3:31])[CH:32]([CH3:33])[CH3:34])([CH3:35])[CH3:36].[ClH:1].[ClH:2].[NH2:37][CH2:38][CH2:39][NH:40][C:41]([O:42][C:43]([CH3:44])([CH3:45])[CH3:46])=[O:47].[n:3]1[c:4]([N:9]2[CH2:10][CH2:11][CH:12]([NH2:15])[CH2:13][CH2:14]2)[cH:5][cH:6][cH:7][cH:8]1>>[n:3]1[c:4]([N:9]2[CH2:10][CH2:11][CH:12]([NH:15][C:16](=[O:17])[NH:37][CH2:38][CH2:39][NH:40][C:41]([O:42][C:43]([CH3:44])([CH3:45])[CH3:46])=[O:47])[CH2:13][CH2:14]2)[cH:5][cH:6][cH:7][cH:8]1. The reactants are O (water), CNCCO (2-(methylamino)ethanol), C([O-])([O-])=O.[K+].[K+] (potassium carbonate), ClCCCOCCC1=CC2=C(SC=C2)C=C1 (5-[2-(3-chloropropyloxy)ethyl]benzo[b]-thiophene). Run in C(C)(=O)OCC (ethyl acetate), CN(C=O)C (N,N-dimethylformamide). Run at temperature 80 celsius, time 3 hour. Yields the product S1C2=C(C=C1)C=C(C=C2)CCOCCCN(CCO)C (2-{[3-(2-benzo[b]thiophen-5-ylethoxy)propyl]-(methyl)amino]-1-ethanol). Reaction SMILES: Cl[CH2:2][CH2:3][CH2:4][O:5][CH2:6][CH2:7][C:8]1[CH:16]=[CH:15][C:11]2[S:12][CH:13]=[CH:14][C:10]=2[CH:9]=1.[CH3:17][NH:18][CH2:19][CH2:20][OH:21].C(=O)([O-])[O-].[K+].[K+].O>CN(C)C=O.C(OCC)(=O)C>[S:12]1[CH:13]=[CH:14][C:10]2[CH:9]=[C:8]([CH2:7][CH2:6][O:5][CH2:4][CH2:3][CH2:2][N:18]([CH3:17])[CH2:19][CH2:20][OH:21])[CH:16]=[CH:15][C:11]1=2 |f:2.3.4|. Procedure: In 6 mL of N,N-dimethylformamide is dissolved 0.80 g of 5-[2-(3-chloropropyloxy)ethyl]benzo[b]-thiophene, to which are added 0.51 mL of 2-(methylamino)ethanol and 0.87 g of potassium carbonate. The mixture is stirred at 80° C. for 3 hours. The reaction mixture is introduced into a mixture of water and ethyl acetate. The organic layer is separated, washed with water and saturated aqueous solution of sodium chloride and dried over anhydrous magnesium sulfate, the solvent is distilled off under red... Reactants: Nc1ncccc1Br, Cc1ccccc1, CCN(C(C)C)C(C)C, CC(C)c1ccc(S)cc1, O=C(C=Cc1ccccc1)C=Cc1ccccc1, O=C(C=Cc1ccccc1)C=Cc1ccccc1, O=C(C=Cc1ccccc1)C=Cc1ccccc1, O, [Pd], [Pd]. Product: CC(C)c1ccc(Sc2cccnc2N)cc1. As a reaction SMILES: [Br:11][c:12]1[c:13]([NH2:18])[n:14][cH:15][cH:16][cH:17]1.[CH3:29][c:30]1[cH:31][cH:32][cH:33][cH:34][cH:35]1.[CH:19]([N:20]([CH2:21][CH3:22])[CH:23]([CH3:24])[CH3:25])([CH3:26])[CH3:27].[CH:1]([CH3:2])([CH3:3])[c:4]1[cH:5][cH:6][c:7]([SH:10])[cH:8][cH:9]1.[O:38]=[C:39]([CH:40]=[CH:41][c:42]1[cH:43][cH:44][cH:45][cH:46][cH:47]1)[CH:48]=[CH:49][c:50]1[cH:51][cH:52][cH:53][cH:54][cH:55]1.[O:56]=[C:57]([CH:58]=[CH:59][c:60]1[cH:61][cH:62][cH:63][cH:64][cH:65]1)[CH:66]=[CH:67][c:68]1[cH:69][cH:70][cH:71][cH:72][cH:73]1.[O:74]=[C:75]([CH:76]=[CH:77][c:78]1[cH:79][cH:80][cH:81][cH:82][cH:83]1)[CH:84]=[CH:85][c:86]1[cH:87][cH:88][cH:89][cH:90][cH:91]1.[OH2:28].[Pd:36].[Pd:37]>>[CH:1]([CH3:2])([CH3:3])[c:4]1[cH:5][cH:6][c:7]([S:10][c:12]2[c:13]([NH2:18])[n:14][cH:15][cH:16][cH:17]2)[cH:8][cH:9]1.